From a dataset of the Open Reaction Database (ORD), a public repository of structured organic reaction records. describe an organic reaction: reactants, conditions, products, and yield Reactants: CC(C)C[Al+]CC(C)C, Cc1ccccc1, CCOC(=O)C=Cc1ccc(C(F)(F)F)cc1, [H-], Cc1ccccc1. The product is OCC=Cc1ccc(C(F)(F)F)cc1. Reaction SMILES: [CH2:26]([Al+:27][CH2:28][CH:29]([CH3:30])[CH3:31])[CH:32]([CH3:33])[CH3:34].[CH3:35][c:36]1[cH:37][cH:38][cH:39][cH:40][cH:41]1.[F:1][C:2]([c:3]1[cH:4][cH:5][c:6]([CH:7]=[CH:8][C:9](=[O:10])[O:11][CH2:12][CH3:13])[cH:14][cH:15]1)([F:16])[F:17].[H-:25].[c:18]1([CH3:19])[cH:20][cH:21][cH:22][cH:23][cH:24]1>>[F:1][C:2]([c:3]1[cH:4][cH:5][c:6]([CH:7]=[CH:8][CH2:9][OH:10])[cH:14][cH:15]1)([F:16])[F:17].